From a dataset of the Open Reaction Database (ORD), a public repository of structured organic reaction records. describe an organic reaction: reactants, conditions, products, and yield The reactants are FC(C(=O)O)(F)F.O1CCN(CC1)C(=O)N1CCNCC1 (N-morpholinocarbonylpiperazine trifluoroacetic acid salt), C([O-])(O)=O.[Na+] (sodium bicarbonate). Run in C(C)#N (acetonitrile), C(C)#N (acetonitrile). Run at time 2 hour. The product is O1CCN(CC1)C(=O)N1CCNCC1 (N-morpholinocarbonylpiperazine). RXN SMILES: FC(F)(F)C(O)=O.[O:8]1[CH2:13][CH2:12][N:11]([C:14]([N:16]2[CH2:21][CH2:20][NH:19][CH2:18][CH2:17]2)=[O:15])[CH2:10][CH2:9]1.C(=O)(O)[O-].[Na+]>C(#N)C>[O:8]1[CH2:13][CH2:12][N:11]([C:14]([N:16]2[CH2:17][CH2:18][NH:19][CH2:20][CH2:21]2)=[O:15])[CH2:10][CH2:9]1 |f:0.1,2.3|. Procedure: N-tert-butyloxycarbonylpiperazine (1.0 g, 5.34 mmol) was dissolved in 5 mL of THF:water (1:1) and cooled in an ice bath. Triethylamine (1.45 mL, 10.68 mmol), followed by 4-morpholinocarbonyl chloride (0.752 mL, 6.4 mmol) in 5 mL of ether were added, and stirred at 0° C. for 1 hour and at room temperature for 2 hours. Solvents were removed and 40 mL of ethyl acetate was added to the residue. The ethyl acetate layer was washed with brine (30 mL×3) and dried over anhydrous sodium sulfate. After fil... Reaction SMILES: [C:1]([CH3:2])(=[O:3])[O:4][CH:5]1[CH:6]([CH:18]([CH2:19][O:20][SiH:21]([CH3:22])[CH3:23])[C:24]([CH3:25])([CH3:26])[CH3:27])[C:7](=[O:17])[N:8]1[C:9]([C:10]([O:11][CH3:12])=[O:13])=[C:14]([CH3:15])[CH3:16].[CH3:45][C:46](=[O:47])[CH3:48].[I+3:28]([O-:29])([O-:30])([O-:31])[O-:32].[K+:39].[Mn:34]([O-:35])(=[O:36])(=[O:37])=[O:38].[Na+:33].[O-:40][P:41](=[O:42])([O-:43])[O-:44].[OH2:49]>>[C:1]([CH3:2])(=[O:3])[O:4][CH:5]1[CH:6]([CH:18]([CH2:19][O:20][SiH:21]([CH3:22])[CH3:23])[C:24]([CH3:25])([CH3:26])[CH3:27])[C:7](=[O:17])[NH:8]1. Reactants: COC(=O)C(=C(C)C)N1C(=O)C(C(CO[SiH](C)C)C(C)(C)C)C1OC(C)=O, CC(C)=O, [O-][I+3]([O-])([O-])[O-], [K+], O=[Mn](=O)(=O)[O-], [Na+], O=P([O-])([O-])[O-], O. Yields the product CC(=O)OC1NC(=O)C1C(CO[SiH](C)C)C(C)(C)C. Starting materials: COCCC1C(OCC1)=O (3-(2'-methoxyethyl)-dihydro-2(3H)furanone), C(=C)C1C(OCC1)=O (3-vinyldihydro-2(3H)furanone), COCCC1C(OCC1)=O (3-(2'-methoxyethyl)-dihydro-2(3H)furanone). Run in CO (methanol). Yields the product O1CCC(CC1)C(=O)OC (methyl tetrahydropyran-4-carboxylate). Yield: 26.0%. RXN SMILES: [CH3:1][O:2][CH2:3][CH2:4][CH:5]1[CH2:9][CH2:8][O:7][C:6]1=[O:10].C(C1CCOC1=O)=C>CO>[O:2]1[CH2:3][CH2:4][CH:5]([C:6]([O:7][CH3:8])=[O:10])[CH2:9][CH2:1]1. Procedure: The patent examples demonstrate that when operating in the gas phase in the presence of fluidized Al2O3 catalysts at a temperature of from 240° to 270° C. yields of tetrahydropyrancarboxylate of only 36 to 42% are achieved (based on 3-(2'-hydroethyl)-dihydro-2(3H)furanone used)(Examples 1 and 2). The by-products formed under these conditions comprise from 18 to 20 % of 3-(2'-methoxyethyl)-dihydro-2(3H)furanone and from 16 to 27% of 3-vinyldihydro-2(3H)furanone. Example 1b demonstrates that the b... Starting materials: O (water), COC=1C=C2CCCC(C2=CC1)=O (6-Methoxy-1,2,3,4-tetrahydronaphthalen-1-one), Cl.CC1CNCC(O1)C (2,6-dimethylmorpholine hydrochloride), C=O (paraformaldehyde). Reagents/catalysts: Cl (hydrochloric acid). Solvent: C(C)O (ethanol). Yields the product COC=1C=C2CCC(C(C2=CC1)=O)CN1CC(OC(C1)C)C (6-methoxy-2-(2,6-dimethylmorpholinomethyl)-1,2,3,4-tetrahydronaphthalen-1-one), solid. Isolated yield 33.0%. RXN SMILES: [CH3:1][O:2][C:3]1[CH:4]=[C:5]2[C:10](=[CH:11][CH:12]=1)[C:9](=[O:13])[CH2:8][CH2:7][CH2:6]2.Cl.[CH3:15][CH:16]1[O:21][CH:20]([CH3:22])[CH2:19][NH:18][CH2:17]1.[CH2:23]=O.O>C(O)C.Cl>[CH3:1][O:2][C:3]1[CH:4]=[C:5]2[C:10](=[CH:11][CH:12]=1)[C:9](=[O:13])[CH:8]([CH2:23][N:18]1[CH2:19][CH:20]([CH3:22])[O:21][CH:16]([CH3:15])[CH2:17]1)[CH2:7][CH2:6]2 |f:1.2|. Procedure: 6-Methoxy-1,2,3,4-tetrahydronaphthalen-1-one (17.6 g, 0.1 mol), 2,6-dimethylmorpholine hydrochloride (15.1 g, 0.1 mol), and paraformaldehyde (6.0 g, 0.2 mol) were refluxed together in ethanol (50 ml) with concentrated hydrochloric acid (0.25 ml) as a catalyst for 3 hours. The reaction was cooled and poured into water containing concentrated hydrochloric acid (5 ml) and extracted with ether (200 ml). The aqueous solution was cooled in ice and neutralised with sodium hydroxide solution (10%) then ... The reactants are C([O-])([O-])=O.[Na+].[Na+] (sodium carbonate), OCC1CCC2N(CCNC2)C1 (Racemic (7R*,9aS*)-Perhydro-7-(hydroxymethyl)-1H-pyrido[1,2-a]pyrazine), C(C1=CC=CC=C1)OC(=O)Cl (benzylchloroformate). Run in CC(=O)C.O (acetone water), CC(=O)C (acetone). Conditions: time 5 minute. Yields the product C(C1=CC=CC=C1)OC(=O)N1CC2N(CC1)CC(CC2)CO (2-(Benzyloxycarbonyl)-perhydro-7-(hydroxymethyl)-1H-pyrido[1,2-a]pyrazine). Isolated yield 30.6%. Reaction SMILES: [OH:1][CH2:2][CH:3]1[CH2:12][N:7]2[CH2:8][CH2:9][NH:10][CH2:11][CH:6]2[CH2:5][CH2:4]1.[CH2:13]([O:20][C:21](Cl)=[O:22])[C:14]1[CH:19]=[CH:18][CH:17]=[CH:16][CH:15]=1.C(=O)([O-])[O-].[Na+].[Na+]>CC(C)=O.O.CC(C)=O>[CH2:13]([O:20][C:21]([N:10]1[CH2:9][CH2:8][N:7]2[CH2:12][CH:3]([CH2:2][OH:1])[CH2:4][CH2:5][CH:6]2[CH2:11]1)=[O:22])[C:14]1[CH:19]=[CH:18][CH:17]=[CH:16][CH:15]=1 |f:2.3.4,5.6|. Procedure: To a solution of the title product of Example 6 (640 mg, 3.76 mmol)in acetone/water (6.3 ml and 2.2 ml, respectively), a solution of benzylchloroformate (0.61 ml, 729 mg, 4.27 mmol) in acetone (2,0 ml) was added dropwise over several minutes while maintaining the pH of the mixture at 9.5 by intermittent dropwise addition of saturated aqueous sodium carbonate. After completing the addition, the reaction was stirred for 5 minutes at ambient temperature. The acetone solvent was removed in vacuo, et... The product is C1(=CC=CC=C1)C1CCN(CC1)CCCN1C(NC(C1=O)(C1=NC=CC=C1)C1=CC=CC=C1)=O (3-[3-(4-Phenyl-1-Piperidyl)Propyl]-5-Phenyl-5-(2-Pyridyl)Hydantoin). Reaction SMILES: Cl[CH2:2][N:3]1[CH2:8][CH2:7][CH:6]([C:9]2[CH:14]=[CH:13][CH:12]=[CH:11][CH:10]=2)[CH2:5][CH2:4]1.ClCCCN1CCC(C2C=CC=CC=2)CC1.C1(C2CCN([CH2:43][CH2:44][N:45]3[C:49](=[O:50])[C:48]([C:57]4[CH:62]=[CH:61][CH:60]=[CH:59][CH:58]=4)([C:51]4[CH:56]=[CH:55][CH:54]=[CH:53][N:52]=4)[NH:47][C:46]3=[O:63])CC2)C=CC=CC=1.C1(C2(C3C=CC=CN=3)NC(=O)NC2=O)C=CC=CC=1>>[C:9]1([CH:6]2[CH2:7][CH2:8][N:3]([CH2:2][CH2:43][CH2:44][N:45]3[C:49](=[O:50])[C:48]([C:57]4[CH:62]=[CH:61][CH:60]=[CH:59][CH:58]=4)([C:51]4[CH:56]=[CH:55][CH:54]=[CH:53][N:52]=4)[NH:47][C:46]3=[O:63])[CH2:4][CH2:5]2)[CH:14]=[CH:13][CH:12]=[CH:11][CH:10]=1. The reactants are ClCN1CCC(CC1)C1=CC=CC=C1 (1-(chloromethyl)-4-phenyl-piperidine), C1(=CC=CC=C1)C1(C(NC(N1)=O)=O)C1=NC=CC=C1 (5-phenyl-5-(2-pyridyl)-hydantoin), ClCCCN1CCC(CC1)C1=CC=CC=C1 (1-(3-chloropropyl)-4-phenyl-piperidine), C1(=CC=CC=C1)C1CCN(CC1)CCN1C(NC(C1=O)(C1=NC=CC=C1)C1=CC=CC=C1)=O (3-[2-(4-phenyl-1-piperidyl)ethyl]-5-phenyl-5-(2-pyridyl)-hydantoin). Procedure: Analysis -- Calculated for C32H34N4O6 : C, 67.36; H, 6.00; N, 9.82. Found: C, 67.60; H, 6.16; N, 10.01. Substitution of 1-(2-chloroethyl)-4-phenyl-piperidine or 1-(chloromethyl)-4-phenyl-piperidine for 1-(3-chloropropyl)-4-phenyl-piperidine in the above example respectively yields: 3-[2-(4-phenyl-1-piperidyl)ethyl]-5-phenyl-5-(2-pyridyl)-hydantoin and 3-[(4-phenyl)-1-piperidyl)methyl]-5-phenyl-5-(2-pyridyl)-hydantoin. Starting materials: C(C1=CC=CC=C1)NC(NCC1(CC1)C(=O)O)=O (1-((3-benzylureido)methyl)cyclopropanecarboxylic acid), N[C@H](C(=O)N(CC=1C=CC=C2C=CC=NC12)CC(OCC)OCC)CC1=CC=C(C=C1)OC(C)(C)C ((S)-2-amino-3-(4-tert-butoxyphenyl)-N-(2,2-diethoxyethyl)-N-(quinolin-8-ylmethyl)propanamide). Yields the product C(C1=CC=CC=C1)NC(NCC1(CC1)C(=O)N[C@H](C(=O)N(CC=1C=CC=C2C=CC=NC12)CC(OCC)OCC)CC1=CC=C(C=C1)OC(C)(C)C)=O ((S)-1-((3-benzylureido)methyl)-N-(3-(4-tert-butoxyphenyl)-1-((2,2-diethoxyethyl)(quinolin-8-ylmethyl)amino)-1-oxopropan-2-yl)cyclopropanecarboxamide). Isolated yield 80.7%. As a reaction SMILES: [CH2:1]([NH:8][C:9](=[O:18])[NH:10][CH2:11][C:12]1([C:15]([OH:17])=O)[CH2:14][CH2:13]1)[C:2]1[CH:7]=[CH:6][CH:5]=[CH:4][CH:3]=1.[NH2:19][C@@H:20]([CH2:43][C:44]1[CH:49]=[CH:48][C:47]([O:50][C:51]([CH3:54])([CH3:53])[CH3:52])=[CH:46][CH:45]=1)[C:21]([N:23]([CH2:35][CH:36]([O:40][CH2:41][CH3:42])[O:37][CH2:38][CH3:39])[CH2:24][C:25]1[CH:26]=[CH:27][CH:28]=[C:29]2[C:34]=1[N:33]=[CH:32][CH:31]=[CH:30]2)=[O:22]>>[CH2:1]([NH:8][C:9](=[O:18])[NH:10][CH2:11][C:12]1([C:15]([NH:19][C@@H:20]([CH2:43][C:44]2[CH:49]=[CH:48][C:47]([O:50][C:51]([CH3:53])([CH3:52])[CH3:54])=[CH:46][CH:45]=2)[C:21]([N:23]([CH2:35][CH:36]([O:37][CH2:38][CH3:39])[O:40][CH2:41][CH3:42])[CH2:24][C:25]2[CH:26]=[CH:27][CH:28]=[C:29]3[C:34]=2[N:33]=[CH:32][CH:31]=[CH:30]3)=[O:22])=[O:17])[CH2:13][CH2:14]1)[C:2]1[CH:3]=[CH:4][CH:5]=[CH:6][CH:7]=1. Procedure: According to the procedure described in the synthesis method of Compound II-1, 1-((3-benzylureido)methyl)cyclopropanecarboxylic acid (Compound VI-1) (154 mg, 0.62 mmol) was coupled with (S)-2-amino-3-(4-tert-butoxyphenyl)-N-(2,2-diethoxyethyl)-N-(quinolin-8-ylmethyl)propanamide (Compound IV-3) (153 mg, 0.31 mmol) and the obtained residue was purified by Purif silica gel column chromatography (eluent: n-hexane:ethylacetate=50:50 to 0:100) to obtain the title compound (181 mg, 81%). The reactants are C(CC)OC=1N(C(C2=C(N1)SC=C2)=O)CCC (2-propoxy-3-propyl-3H-thieno[2.3-d]pyrimidin-4-one), ClN1C(CCC1=O)=O (N-chlorosuccinimid). Run in N1=CC=CC=C1 (pyridine). Reaction conditions: temperature 72.5 celsius, time 2 hour. Yields the product ClC1=CC2=C(N=C(N(C2=O)CCC)OCCC)S1 (6-chloro-2-propoxy-3-propyl-3H-thieno[2.3-d]pyrimidin-4-one). The yield is 68.0%. RXN SMILES: [CH2:1]([O:4][C:5]1[N:6]([CH2:15][CH2:16][CH3:17])[C:7](=[O:14])[C:8]2[CH:13]=[CH:12][S:11][C:9]=2[N:10]=1)[CH2:2][CH3:3].[Cl:18]N1C(=O)CCC1=O>N1C=CC=CC=1>[Cl:18][C:12]1[S:11][C:9]2[N:10]=[C:5]([O:4][CH2:1][CH2:2][CH3:3])[N:6]([CH2:15][CH2:16][CH3:17])[C:7](=[O:14])[C:8]=2[CH:13]=1. Procedure details: In a sulfonation flask, 10.1 g (0.04 mol) of 2-propoxy-3-propyl-3H-thieno[2.3-d]pyrimidin-4-one are added with stirring to 50 ml of absolute pyridine. The internal temperature is then raised to 70-75° C. and 9.0 g (0.07 mol) of N-chlorosuccinimid (NCS) are added over about 10 minutes in smallish portions. After stirring for 2 hours at 70-75° C., the pyridine is removed in a water-jet vacuum and the residue taken up in ethyl acetate. After washing twice with cold dilute aqueous hydrochloric acid,... Starting materials: N[C@H]([C@@H](CN(S(=O)(=O)C1=CC=C(C=C1)OC)OC(C)CC)O)CC1=CC=CC=C1 (N-[(2R,3S)-3-amino-2-hydroxy-4-phenylbutyl]-N-(sec-butoxy)-4-methoxybenzene-sulfonamide), Cl.CN(CCCN=C=NCC)C (N-(3-Dimethylaminopropyl)-N′-ethylcarbodiimide hydrochloride), C(C)(C)N(CC)C(C)C (diisopropylethylamine), OC=1C(=C(C(=O)O)C=CC1)C (3-hydroxy-2-methylbenzoic acid), O.ON1N=NC2=C1C=CC=C2 (1-hydroxybenzotriazole hydrate). The solvent is CN(C=O)C (N,N-dimethylformamide). Run at time 18 hour. The product is C(C)(CC)ON(S(=O)(=O)C1=CC=C(C=C1)OC)C[C@H]([C@H](CC1=CC=CC=C1)NC1=C(C(=CC=C1)O)C)O (N-(sec-butoxy)-N-[(2R,3S)-2-hydroxy-3-(3-hydroxy-2-methylanilino)-4-phenylbutyl]-4-methoxybenzenesulfonamide). Yield: 31.5%. As a reaction SMILES: [NH2:1][C@@H:2]([CH2:23][C:24]1[CH:29]=[CH:28][CH:27]=[CH:26][CH:25]=1)[C@H:3]([OH:22])[CH2:4][N:5]([O:17][CH:18]([CH2:20][CH3:21])[CH3:19])[S:6]([C:9]1[CH:14]=[CH:13][C:12]([O:15][CH3:16])=[CH:11][CH:10]=1)(=[O:8])=[O:7].[OH:30][C:31]1[C:32]([CH3:40])=[C:33]([CH:37]=[CH:38][CH:39]=1)C(O)=O.O.ON1C2C=CC=CC=2N=N1.Cl.CN(C)CCCN=C=NCC.C(N(C(C)C)CC)(C)C>CN(C)C=O>[CH:18]([O:17][N:5]([CH2:4][C@@H:3]([OH:22])[C@@H:2]([NH:1][C:33]1[CH:37]=[CH:38][CH:39]=[C:31]([OH:30])[C:32]=1[CH3:40])[CH2:23][C:24]1[CH:25]=[CH:26][CH:27]=[CH:28][CH:29]=1)[S:6]([C:9]1[CH:10]=[CH:11][C:12]([O:15][CH3:16])=[CH:13][CH:14]=1)(=[O:7])=[O:8])([CH2:20][CH3:21])[CH3:19] |f:2.3,4.5|. Procedure: N-[(2R,3S)-3-amino-2-hydroxy-4-phenylbutyl]-N-(sec-butoxy)-4-methoxybenzenesulfon-amide (Step 1, Example 67)(0.12 mmol, 50 mg), 3-hydroxy-2-methylbenzoic acid (0.12 mmol, 18 mg), 1-hydroxybenzotriazole hydrate (0.12 mmol, 16 mg), N-(3-Dimethylaminopropyl)-N′-ethylcarbodiimide hydrochloride (0.13 mmol, 25 mg), diisopropylethylamine (0.14 mmol, 0.025 mL) and anhydrous N,N-dimethylformamide (0.5 mL) were combined at room temperature and stirred for 18 hours. The crude reaction mixture was concentra... The reactants are CC1=NC(=CC(=C1)C(=O)N1C2=C(NC(C3=C1C=CC=C3)=O)C=CC=C2)C (5,10-dihydro-5-[(2,6-dimethyl-4-pyridinyl)carbonyl]-11H-dibenzo[b,e][1,4]diazepin-11-one), [BH4-].[Na+] (sodium borohydride), CO (methanol). Yields the product CN1C(C=C(CC1C)C(=O)N1C2=C(NC(C3=C1C=CC=C3)=O)C=CC=C2)C (5,10-dihydro-5-[(1,2,6-trimethyl-1,2,5,6-tetrahydro-4-pyridinyl)carbonyl]-11H-dibenzo[b,e][1,4]diazepin-11-one). The yield is 25.0%. As a reaction SMILES: [CH3:1][C:2]1[CH:7]=[C:6]([C:8]([N:10]2[C:16]3[CH:17]=[CH:18][CH:19]=[CH:20][C:15]=3[C:14](=[O:21])[NH:13][C:12]3[CH:22]=[CH:23][CH:24]=[CH:25][C:11]2=3)=[O:9])[CH:5]=[C:4]([CH3:26])[N:3]=1.[BH4-].[Na+].[CH3:29]O>>[CH3:29][N:3]1[CH:2]([CH3:1])[CH2:7][C:6]([C:8]([N:10]2[C:16]3[CH:17]=[CH:18][CH:19]=[CH:20][C:15]=3[C:14](=[O:21])[NH:13][C:12]3[CH:22]=[CH:23][CH:24]=[CH:25][C:11]2=3)=[O:9])=[CH:5][CH:4]1[CH3:26] |f:1.2|. Procedure: Prepared analogously to Example 7(c) from 5,10-dihydro-5-[(2,6-dimethyl-4-pyridinyl)carbonyl]-11H-dibenzo[b,e][1,4]diazepin-11-one methoiodide and sodium borohydride in methanol in a yield of 25% of theory. After purification by column chromatography on silica gel using dichloromethane/methanol (ratio by volume 9:1) as a eluent and recrystallizing from diisopropylether/methanol, the light beige crystals melted at 124°-125° C.